From a dataset of the Open Reaction Database (ORD), a public repository of structured organic reaction records. describe an organic reaction: reactants, conditions, products, and yield The reactants are ClC1=NC=C(C(=N1)Cl)OC (2,4-dichloro-5-methoxypyrimidine), C1(CCCC1)C(CC#N)N1N=CC(=C1)B1OC(C(O1)(C)C)(C)C (3-cyclopentyl-3-(4-(4,4,5,5-tetramethyl-1,3,2-dioxaborolan-2-yl)-1H-pyrazol-1-yl)propanenitrile), P(=O)([O-])([O-])[O-].[K+].[K+].[K+] (potassium phosphate). Reagents/catalysts: C=1C=CC(=CC1)[P](C=2C=CC=CC2)(C=3C=CC=CC3)[Pd]([P](C=4C=CC=CC4)(C=5C=CC=CC5)C=6C=CC=CC6)([P](C=7C=CC=CC7)(C=8C=CC=CC8)C=9C=CC=CC9)[P](C=1C=CC=CC1)(C=1C=CC=CC1)C=1C=CC=CC1 (tetrakis(triphenylphosphine)palladium). Solvent: O1CCOCC1 (1,4-dioxane), O (water), CCOC(=O)C (EtOAc). Run at temperature 100 celsius. The product is ClC1=NC=C(C(=N1)C=1C=NN(C1)C(CC#N)C1CCCC1)OC (3-(4-(2-chloro-5-methoxypyrimidin-4-yl)-1H-pyrazol-1-yl)-3-cyclopentylpropanenitrile). The yield is 81.8%. As a reaction SMILES: [Cl:1][C:2]1[N:7]=[C:6](Cl)[C:5]([O:9][CH3:10])=[CH:4][N:3]=1.[CH:11]1([CH:16]([N:20]2[CH:24]=[C:23](B3OC(C)(C)C(C)(C)O3)[CH:22]=[N:21]2)[CH2:17][C:18]#[N:19])[CH2:15][CH2:14][CH2:13][CH2:12]1.P([O-])([O-])([O-])=O.[K+].[K+].[K+]>O1CCOCC1.O.CCOC(C)=O.C1C=CC([P]([Pd]([P](C2C=CC=CC=2)(C2C=CC=CC=2)C2C=CC=CC=2)([P](C2C=CC=CC=2)(C2C=CC=CC=2)C2C=CC=CC=2)[P](C2C=CC=CC=2)(C2C=CC=CC=2)C2C=CC=CC=2)(C2C=CC=CC=2)C2C=CC=CC=2)=CC=1>[Cl:1][C:2]1[N:7]=[C:6]([C:23]2[CH:22]=[N:21][N:20]([CH:16]([CH:11]3[CH2:15][CH2:14][CH2:13][CH2:12]3)[CH2:17][C:18]#[N:19])[CH:24]=2)[C:5]([O:9][CH3:10])=[CH:4][N:3]=1 |f:2.3.4.5,^1:58,60,79,98|. Procedure details: A mixture of 2,4-dichloro-5-methoxypyrimidine (0.68 g, 3.8 mmol), 3-cyclopentyl-3-(4-(4,4,5,5-tetramethyl-1,3,2-dioxaborolan-2-yl)-1H-pyrazol-1-yl)propanenitrile (1.0 g, 3.17 mmol), tetrakis(triphenylphosphine)palladium (200 mg, 0.2 mmol), and potassium phosphate (2.0 g, 9.6 mmol) in 1,4-dioxane (9 mL) and water (0.9 mL) was heated at 100° C. overnight. After cooling to room temperature, the mixture was diluted with EtOAc, washed with water, brine, dried over MgSO4, concentrated. The residue was... The reactants are C(CCC)[Li] (n-Butyl lithium), C(C=C)N(CC#C)C (allyl-methyl-prop-2-ynyl-amine), O (water), C(=O)=O (carbon dioxide). Run in CCCCCC (hexane), O1CCCC1 (tetrahydrofuran), CO (methanol). Run at temperature -78 celsius, time 1 hour. Product: C(C=C)N(CC#CC(=O)O)C (4-(allyl-methyl-amino)-but-2-ynoic acid). RXN SMILES: C([Li])CCC.[CH2:6]([N:9]([CH3:13])[CH2:10][C:11]#[CH:12])[CH:7]=[CH2:8].[C:14](=[O:16])=[O:15].O>CCCCCC.O1CCCC1.CO>[CH2:10]([N:9]([CH3:13])[CH2:6][C:7]#[C:8][C:14]([OH:16])=[O:15])[CH:11]=[CH2:12]. Procedure: n-Butyl lithium in hexane (16.4 mL, 2.5 M in n-hexane) was slowly added to allyl-methyl-prop-2-ynyl-amine (4.5 g, 46 mmol) in 50 mL of tetrahydrofuran under nitrogen. The mixture was stirred for 1 hr at −78° C., then dry carbon dioxide was passed through the reaction overnight. The resulting solution was poured into water and washed with ethyl acetate. The aqueous layer was evaporated under reduced pressure to give the crude acid. The dry acid was dissolved in methanol, and the insoluble salt wa...